From a dataset of the Open Reaction Database (ORD), a public repository of structured organic reaction records. describe an organic reaction: reactants, conditions, products, and yield The solvent is CO (methanol). Reported procedure: The above intermediate 2-(4-methoxyphenyl)-4-pyrimideneamine was prepared as follows: A slurry containing 81 g of 4-methoxybenzamidine hydrochloride, 24 g of sodium methoxide and 200 ml of methanol was stirred for 15 minutes, filtered and the filtrate concentrated in vacuo on a steam bath. To the residue was added β-ethoxyacrylonitrile (same as ethoxymethyleneacetonitrile) and the solution was heated at 100°-115° C. for 2 and 1/2 hours and poured into water. The solid was collected, washed with ... Isolated yield 194.7%. Run at time 15 minute. Product: COC1=CC=C(C=C1)C1=NC=CC(=N1)N (2-(4-methoxyphenyl)-4-pyrimidinamine). The reactants are Cl.COC1=CC=C(C(=N)N)C=C1 (4-methoxybenzamidine hydrochloride), C[O-].[Na+] (sodium methoxide). Reaction SMILES: Cl.[CH3:2][O:3][C:4]1[CH:12]=[CH:11][C:7]([C:8]([NH2:10])=[NH:9])=[CH:6][CH:5]=1.C[O-].[Na+]>CO>[CH3:2][O:3][C:4]1[CH:12]=[CH:11][C:7]([C:8]2[N:10]=[C:8]([NH2:9])[CH:7]=[CH:6][N:9]=2)=[CH:6][CH:5]=1 |f:0.1,2.3|.